From a dataset of the Open Reaction Database (ORD), a public repository of structured organic reaction records. describe an organic reaction: reactants, conditions, products, and yield The reactants are ClC1=C(C=C(C(=C1)F)F)[N+](=O)[O-] (2-chloro-4,5-difluoronitrobenzene), N1CCNCC1 (piperazine). Solvent: C1(=CC=CC=C1)C (toluene). Run at time 1 hour. Yields the product ClC1=C(C=C(C(=C1)N1CCNCC1)F)[N+](=O)[O-] (2-chloro-5-fluoro-4-piperazinonitrobenzene). Isolated yield 0.1%. Reaction SMILES: [Cl:1][C:2]1[CH:7]=[C:6](F)[C:5]([F:9])=[CH:4][C:3]=1[N+:10]([O-:12])=[O:11].[NH:13]1[CH2:18][CH2:17][NH:16][CH2:15][CH2:14]1>C1(C)C=CC=CC=1>[Cl:1][C:2]1[CH:7]=[C:6]([N:13]2[CH2:18][CH2:17][NH:16][CH2:15][CH2:14]2)[C:5]([F:9])=[CH:4][C:3]=1[N+:10]([O-:12])=[O:11]. Procedure details: A solution of 19.3 g (0.08 mol) of 2-chloro-4,5-difluoronitrobenzene in 100 g of toluene are introduced into a 200 ml three-necked flask fitted with dropping funnel, precision-ground glass stirrer and reflux condenser. 18.1 g (0.21 mol) of piperazine are added dropwise to this solution at room temperature and with stirring over the course of one hour. The mixture is then stirred at room temperature for a further 2 hours. The reaction solution formed during the reaction is washed three times with... As a reaction SMILES: [C:19](=[O:20])([O-:21])[O-:22].[C:3]([CH3:4])([CH3:5])([CH3:6])[O:7][C:8](=[O:9])[N:10]1[CH2:11][CH:12]([C:16](=[O:17])[OH:18])[O:13][CH2:14][CH2:15]1.[CH3:1][I:2].[CH3:25][N:26]([CH3:27])[CH:28]=[O:29].[K+:23].[K+:24]>>[C:3]([CH3:4])([CH3:5])([CH3:6])[O:7][C:8](=[O:9])[N:10]1[CH2:11][CH:12]([C:16](=[O:17])[O:18][CH3:19])[O:13][CH2:14][CH2:15]1. The reactants are O=C([O-])[O-], CC(C)(C)OC(=O)N1CCOC(C(=O)O)C1, CI, CN(C)C=O, [K+], [K+]. The product is COC(=O)C1CN(C(=O)OC(C)(C)C)CCO1. The reactants are C(C1=CC=CC=C1)(=O)C1=CC=C(O1)C(=O)O (5-Benzoylfuran-2-carboxylic acid), Cl (hydrochloric acid), NN (hydrazine), [OH-].[K+] (potassium hydroxide). Run in O (water), C(CO)O (ethylene glycol). Conditions: temperature 160 celsius. Yields the product C(C1=CC=CC=C1)C1=CC=C(O1)C(=O)O (5-benzylfuran-2-carboxylic acid). Isolated yield 63.6%. RXN SMILES: [C:1]([C:9]1[O:13][C:12]([C:14]([OH:16])=[O:15])=[CH:11][CH:10]=1)(=O)[C:2]1[CH:7]=[CH:6][CH:5]=[CH:4][CH:3]=1.NN.[OH-].[K+].Cl>O.C(O)CO>[CH2:1]([C:9]1[O:13][C:12]([C:14]([OH:16])=[O:15])=[CH:11][CH:10]=1)[C:2]1[CH:3]=[CH:4][CH:5]=[CH:6][CH:7]=1 |f:2.3|. Procedure details: 5-Benzoylfuran-2-carboxylic acid [420 mg.; Knoppova et al. Collect. Czech. Chem. Commun. 42, 3175-9 (1977), Chem. Abs. 88, 169842d] was combined with 10 ml. of hydrazine, 1.5 g. of potassium hydroxide and 10 ml. of ethylene glycol and heated for 1.5 hours in an oil bath maintained at 160° C. The mixture was cooled in an ice-water bath, diluted with water and acidified with conc. hydrochloric acid. Filtration gave 5-benzylfuran-2-carboxylic acid (250 mg., m/e 202).